From a dataset of the Open Reaction Database (ORD), a public repository of structured organic reaction records. describe an organic reaction: reactants, conditions, products, and yield Reactants: O1C(=CC=C1)C=1C=CC=2C3C(C(NC2C1)=S)CCC3 (7-(2-furanyl)-1,2,3,3a,5,9b-hexahydrocyclopenta[c]quinoline-4-thione), N (ammonia). Yields the product NC1=NC=2C=C(C=CC2C2C1CCC2)C=2OC=CC2 (4-Amino-7-(2-furanyl)-2,3,3a,9b-tetrahydro-1H-cyclopenta[c]quinoline). Isolated yield 82.0%. As a reaction SMILES: [O:1]1[CH:5]=[CH:4][CH:3]=[C:2]1[C:6]1[CH:7]=[CH:8][C:9]2[CH:10]3[CH2:19][CH2:18][CH2:17][CH:11]3[C:12](=S)[NH:13][C:14]=2[CH:15]=1.[NH3:20]>>[NH2:20][C:12]1[CH:11]2[CH2:17][CH2:18][CH2:19][CH:10]2[C:9]2[CH:8]=[CH:7][C:6]([C:2]3[O:1][CH:5]=[CH:4][CH:3]=3)=[CH:15][C:14]=2[N:13]=1. Procedure details: Analogously to Example 4, 7-(2-furanyl)-1,2,3,3a,5,9b-hexahydrocyclopenta[c]quinoline-4-thione (95 mg, 0.35 mmol) in 7N methanolic ammonia solution (30 ml) is reacted to form 72 mg (82%) of product. Starting materials: COS(=O)(=O)[O-].N1(CCCC1)[NH+]=C(N)N1CCCC1 (dipyrroli-dino-formamidinium methylsulphate), C(#N)CC(=O)OCC (ethyl cyanoacetate), [OH-].[Na+] (NaOH). Run in C1(=CC=CC=C1)C (toluene). The product is N1(CCCC1)C=C(C(=O)OCC)C#N (ethyl pyrrolidino-methylenecyanoacetate). Yield: 95.5%. RXN SMILES: COS([O-])(=O)=O.N1([NH+]=[C:13]([N:15]2[CH2:19][CH2:18][CH2:17][CH2:16]2)N)CCCC1.[C:20]([CH2:22][C:23]([O:25][CH2:26][CH3:27])=[O:24])#[N:21].[OH-].[Na+]>C1(C)C=CC=CC=1>[N:15]1([CH:13]=[C:22]([C:20]#[N:21])[C:23]([O:25][CH2:26][CH3:27])=[O:24])[CH2:16][CH2:17][CH2:18][CH2:19]1 |f:0.1,3.4|. Procedure: Analogously to Example 1, 27.6 g of 95.5% pure dipyrroli-dino-formamidinium methylsulphate were reacted with 11.4 g of ethyl cyanoacetate and 4.0 g of NaOH powder in 140 ml of toluene. After work-up, 95.5% of ethyl pyrrolidino-methylenecyanoacetate were obtained. Procedure: Following General Procedure A (140° C., 24 hours), 1H-pyrazole (102 mg, 1.5 mmol) is coupled with 1-chloro-4-(trifluoromethyl)benzene (134 μL, 1.0 mmol). The crude brown oil is purified by flash chromatography on silica gel (eluent: dichloromethane/hexanes=50/50) to provide 80 mg (38% isolated yield) of the desired product as a white solid. Yields the product FC(C1=CC=C(C=C1)N1N=CC=C1)(F)F (1-(4-trifluoromethyl-phenyl)-1H-pyrazole). Starting materials: N1N=CC=C1 (1H-pyrazole), ClC1=CC=C(C=C1)C(F)(F)F (1-chloro-4-(trifluoromethyl)benzene). Reaction SMILES: [NH:1]1[CH:5]=[CH:4][CH:3]=[N:2]1.Cl[C:7]1[CH:12]=[CH:11][C:10]([C:13]([F:16])([F:15])[F:14])=[CH:9][CH:8]=1>>[F:14][C:13]([F:16])([F:15])[C:10]1[CH:11]=[CH:12][C:7]([N:1]2[CH:5]=[CH:4][CH:3]=[N:2]2)=[CH:8][CH:9]=1. The reactants are O1C(=CC=C1)C=1OC(=C(N1)COC1=C(C=C(COC2=NN(C(=C2)/C=C/C(=O)OCC)C2=CC=CC=C2)C=C1)OC)C (ethyl (2E)-3-{3-[(4-{[2-(2-furyl)-5-methyl-1,3-oxazol-4-yl]methoxy}-3-methoxybenzyl)oxy]-1-phenyl-1H-pyrazol-5-yl}-2-propenoate), O1CCCC1 (tetrahydrofuran), [OH-].[Na+] (sodium hydroxide), Cl (Hydrochloric acid). The solvent is C(C)O (ethanol), O (water). The product is O1C(=CC=C1)C=1OC(=C(N1)COC1=C(C=C(COC2=NN(C(=C2)/C=C/C(=O)O)C2=CC=CC=C2)C=C1)OC)C ((2E)-3-{3-[(4-{[2-(2-furyl)-5-methyl-1,3-oxazol-4-yl]methoxy}-3-methoxybenzyl)oxy]-1-phenyl-1H-pyrazol-5-yl}-2-propenoic acid). The yield is 93.8%. RXN SMILES: [O:1]1[CH:5]=[CH:4][CH:3]=[C:2]1[C:6]1[O:7][C:8]([CH3:41])=[C:9]([CH2:11][O:12][C:13]2[CH:38]=[CH:37][C:16]([CH2:17][O:18][C:19]3[CH:23]=[C:22](/[CH:24]=[CH:25]/[C:26]([O:28]CC)=[O:27])[N:21]([C:31]4[CH:36]=[CH:35][CH:34]=[CH:33][CH:32]=4)[N:20]=3)=[CH:15][C:14]=2[O:39][CH3:40])[N:10]=1.O1CCCC1.[OH-].[Na+].Cl>O.C(O)C>[O:1]1[CH:5]=[CH:4][CH:3]=[C:2]1[C:6]1[O:7][C:8]([CH3:41])=[C:9]([CH2:11][O:12][C:13]2[CH:38]=[CH:37][C:16]([CH2:17][O:18][C:19]3[CH:23]=[C:22](/[CH:24]=[CH:25]/[C:26]([OH:28])=[O:27])[N:21]([C:31]4[CH:36]=[CH:35][CH:34]=[CH:33][CH:32]=4)[N:20]=3)=[CH:15][C:14]=2[O:39][CH3:40])[N:10]=1 |f:2.3|. Reported procedure: To a mixture of ethyl (2E)-3-{3-[(4-{[2-(2-furyl)-5-methyl-1,3-oxazol-4-yl]methoxy}-3-methoxybenzyl)oxy]-1-phenyl-1H-pyrazol-5-yl}-2-propenoate (0.73 g), tetrahydrofuran (5 mL) and ethanol (5 mL) was added 1N aqueous sodium hydroxide solution (5 mL), and the mixture was heated under reflux for 1 hr. 1N Hydrochloric acid (5 mL) and water were added to neutralize the reaction mixture, and the precipitated crystals were collected by filtration to give (2E)-3-{3-[(4-{[2-(2-furyl)-5-methyl-1,3-oxazol... Starting materials: suspension, Cl.NC(C(=O)OCC)C(=O)OCC (diethyl aminomalonate hydrochloride), C1(CCCCC1)N=C=NC1CCCCC1 (dicyclohexylcarbodiimide), solution, C(C1=CC=CC=C1)ON[C@@H](CC(C)C)C(=O)O (N-benzyloxyleucine), ON1C(CCC1=O)=O (N-hydroxysuccinimide). Run in O1CCOCC1 (dioxane), C(C)N(CC)CC (triethylamine), O1CCOCC1 (dioxane). Conditions: time 2 hour. Product: C(C1=CC=CC=C1)ON[C@@H](CC(C)C)C(=O)NC(C(=O)OCC)C(=O)OCC (diethyl N-(N-benzyloxyleucyl)aminomalonate). The yield is 89.4%. Reaction SMILES: C1(N=C=NC2CCCCC2)CCCCC1.[CH2:16]([O:23][NH:24][C@H:25]([C:30]([OH:32])=O)[CH2:26][CH:27]([CH3:29])[CH3:28])[C:17]1[CH:22]=[CH:21][CH:20]=[CH:19][CH:18]=1.ON1C(=O)CCC1=O.Cl.[NH2:42][CH:43]([C:49]([O:51][CH2:52][CH3:53])=[O:50])[C:44]([O:46][CH2:47][CH3:48])=[O:45]>O1CCOCC1.C(N(CC)CC)C>[CH2:16]([O:23][NH:24][C@H:25]([C:30]([NH:42][CH:43]([C:44]([O:46][CH2:47][CH3:48])=[O:45])[C:49]([O:51][CH2:52][CH3:53])=[O:50])=[O:32])[CH2:26][CH:27]([CH3:28])[CH3:29])[C:17]1[CH:18]=[CH:19][CH:20]=[CH:21][CH:22]=1 |f:3.4|. Reported procedure: 22.90 g of dicyclohexylcarbodiimide was added to 300 ml of a solution of 26.39 g of N-benzyloxyleucine and 13.35 g of N-hydroxysuccinimide in anhydrous dioxane. The mixture was stirred at room temperature for 2 hours. The reaction mixture was filtered to remove the insoluble materials, whereby a colorless solution was obtained. Separately, 20 ml of triethylamine was added to 300 ml of a suspension of 28.57 g of diethyl aminomalonate hydrochloride in anhydrous dioxane. To the mixture was applied ... The reactants are C1COCCN1, COC1(c2ccc(N3CCCCC3)cc2)OC1(C)C. Yields the product CC(C)(C(=O)c1ccc(N2CCCCC2)cc1)N1CCOCC1. RXN SMILES: [CH2:20]1[CH2:21][O:22][CH2:23][CH2:24][NH:25]1.[CH3:1][C:2]1([CH3:19])[C:3]([c:5]2[cH:6][cH:7][c:8]([N:11]3[CH2:12][CH2:13][CH2:14][CH2:15][CH2:16]3)[cH:9][cH:10]2)([O:17][CH3:18])[O:4]1>>[CH3:1][C:2]([C:3]([c:5]1[cH:6][cH:7][c:8]([N:11]2[CH2:12][CH2:13][CH2:14][CH2:15][CH2:16]2)[cH:9][cH:10]1)=[O:17])([CH3:19])[N:25]1[CH2:20][CH2:21][O:22][CH2:23][CH2:24]1. The reactants are N1[C@H](C(=O)OCC2=CC=CC=C2)CCCC1 ((S)-Benzyl pipecolate), COC1=CC=C(C=CC(=O)O)C=C1 (4-methoxycinnamic acid), Cl.CN(CCCN=C=NCC)C (1-(3-dimethylaminopropyl)-3-ethylcarbodiimide hydrochloride), C(C)(C)N(CC)C(C)C (diisopropylethylamine). The solvent is C(Cl)Cl (methylene chloride). Reaction conditions: time 12 hour. Product: COC1=CC=C(C=CC(=O)N2[C@H](C(=O)OCC3=CC=CC=C3)CCCC2)C=C1 ((S)-Benzyl N-(4-Methoxycinnamoyl)-pipecolate). The yield is 64.8%. RXN SMILES: [NH:1]1[CH2:16][CH2:15][CH2:14][CH2:13][C@H:2]1[C:3]([O:5][CH2:6][C:7]1[CH:12]=[CH:11][CH:10]=[CH:9][CH:8]=1)=[O:4].[CH3:17][O:18][C:19]1[CH:29]=[CH:28][C:22]([CH:23]=[CH:24][C:25](O)=[O:26])=[CH:21][CH:20]=1.Cl.CN(C)CCCN=C=NCC.C(N(C(C)C)CC)(C)C>C(Cl)Cl>[CH3:17][O:18][C:19]1[CH:29]=[CH:28][C:22]([CH:23]=[CH:24][C:25]([N:1]2[CH2:16][CH2:15][CH2:14][CH2:13][C@H:2]2[C:3]([O:5][CH2:6][C:7]2[CH:8]=[CH:9][CH:10]=[CH:11][CH:12]=2)=[O:4])=[O:26])=[CH:21][CH:20]=1 |f:2.3|. Procedure details: To a solution of 145 mg (0.37 mmol) of (S)-Benzyl pipecolate salt (14) (described in Example 1) in 8.0 mL of methylene chloride was added 102 mg (0.57 mmol) of 4-methoxycinnamic acid, 107 mg (0.55 mmol) of 1-(3-dimethylaminopropyl)-3-ethylcarbodiimide hydrochloride (EDC) and 130 μL (0.74 mmol) of diisopropylethylamine. The resulting solution was stirred at ambient temperature for 12 h and was then concentrated under reduced pressure. Flash chromatography (elution with 1:1 ethyl acetate-hexane) g...